This data is from the Open Reaction Database (ORD), a public repository of structured organic reaction records. The task is: describe an organic reaction: reactants, conditions, products, and yield The reactants are CCCc1c(OCCCCOCCCCOc2c(C(C)=O)ccc(OCCCC(=O)OCC)c2CCC)ccc(C(C)=O)c1O, Cc1ccccc1, CCOC(C)=O, CO, [Na+], [OH-]. Yields the product CCCc1c(OCCCCOCCCCOc2c(C(C)=O)ccc(OCCCC(=O)O)c2CCC)ccc(C(C)=O)c1O. RXN SMILES: [CH2:1]([CH3:2])[O:3][C:4]([CH2:5][CH2:6][CH2:7][O:8][c:9]1[c:10]([CH2:42][CH2:43][CH3:44])[c:11]([O:18][CH2:19][CH2:20][CH2:21][CH2:22][O:23][CH2:24][CH2:25][CH2:26][CH2:27][O:28][c:29]2[c:30]([CH2:39][CH2:40][CH3:41])[c:31]([OH:38])[c:32]([C:35]([CH3:36])=[O:37])[cH:33][cH:34]2)[c:12]([C:15]([CH3:16])=[O:17])[cH:13][cH:14]1)=[O:45].[CH3:46][c:47]1[cH:48][cH:49][cH:50][cH:51][cH:52]1.[CH3:53][CH2:54][O:55][C:56](=[O:57])[CH3:58].[CH3:61][OH:62].[Na+:60].[OH-:59]>>[O:3]=[C:4]([CH2:5][CH2:6][CH2:7][O:8][c:9]1[c:10]([CH2:42][CH2:43][CH3:44])[c:11]([O:18][CH2:19][CH2:20][CH2:21][CH2:22][O:23][CH2:24][CH2:25][CH2:26][CH2:27][O:28][c:29]2[c:30]([CH2:39][CH2:40][CH3:41])[c:31]([OH:38])[c:32]([C:35]([CH3:36])=[O:37])[cH:33][cH:34]2)[c:12]([C:15]([CH3:16])=[O:17])[cH:13][cH:14]1)[OH:45].